This data is from the Open Reaction Database (ORD), a public repository of structured organic reaction records. The task is: describe an organic reaction: reactants, conditions, products, and yield The reactants are C(C)(=O)OCC.CCCCCC (ethyl acetate n-hexane), COC1=CC(=CC2=C1OCO2)C(=O)OC (Methyl 7-methoxybenzo[3,4-d]1,3-dioxolane-5-carboxylate), Cl (HCl), borane methylsulfide(BMS, 10M). Solvent: O1CCCC1 (tetrahydrofuran). Product: COC1=CC(=CC2=C1OCO2)CO ((7-methoxybenzo[3,4-d]1,3-dioxolan-5-yl)methan-1-ol). Isolated yield 88.0%. RXN SMILES: [CH3:1][O:2][C:3]1[C:8]2[O:9][CH2:10][O:11][C:7]=2[CH:6]=[C:5]([C:12](OC)=[O:13])[CH:4]=1.Cl.C(OCC)(=O)C.CCCCCC>O1CCCC1>[CH3:1][O:2][C:3]1[C:8]2[O:9][CH2:10][O:11][C:7]=2[CH:6]=[C:5]([CH2:12][OH:13])[CH:4]=1 |f:2.3|. Procedure: Methyl 7-methoxybenzo[3,4-d]1,3-dioxolane-5-carboxylate(10 g, 47.57 mmol) prepared in Step 3 was dissolved in tetrahydrofuran(200 ml), borane methylsulfide(BMS, 10M) (9.5 ml, 95.0 mmol) was added thereto, and the mixture was stirred under reflux for 1.5 hour. The reaction vessel was cooled down to room temperature and the reaction mixture was neutralized to pH 6-7 using 1N—HCl at 0-5° C., which was then extracted with ethyl acetate. The extract was washed with saturated saline solution, dried ov... Reactants: CC1=C(C=2C=C(C=CC2N1C(=O)C=3C=CC(=CC3)Cl)OC)CC(=O)O (indomethacin), OCCCCN (4-hydroxybutylamine), C=1C=CC2=C(C1)N=NN2O (HOBt), CCN(C(C)C)C(C)C (DIPEA), CCN=C=NCCCN(C)C (EDCI), resultant solution. Run in CN(C)C=O (DMF). Conditions: time 30 minute. Yields the product OCCCCNC(CC1=C(N(C2=CC=C(C=C12)OC)C(C1=CC=C(C=C1)Cl)=O)C)=O (N-(4-hydroxybutyl)-2-[1-(4-chlorobenzoyl)-5-methoxy-2-methyl-1H-indol-3-yl]acetamide). Isolated yield 58.3%. RXN SMILES: [CH3:1][C:2]1[N:10]([C:11]([C:13]2[CH:14]=[CH:15][C:16]([Cl:19])=[CH:17][CH:18]=2)=[O:12])[C:9]2[CH:8]=[CH:7][C:6]([O:20][CH3:21])=[CH:5][C:4]=2[C:3]=1[CH2:22][C:23](O)=[O:24].[OH:26][CH2:27][CH2:28][CH2:29][CH2:30][NH2:31].C1C=CC2N(O)N=NC=2C=1.CCN(C(C)C)C(C)C.CCN=C=NCCCN(C)C>CN(C=O)C>[OH:26][CH2:27][CH2:28][CH2:29][CH2:30][NH:31][C:23](=[O:24])[CH2:22][C:3]1[C:4]2[C:9](=[CH:8][CH:7]=[C:6]([O:20][CH3:21])[CH:5]=2)[N:10]([C:11](=[O:12])[C:13]2[CH:18]=[CH:17][C:16]([Cl:19])=[CH:15][CH:14]=2)[C:2]=1[CH3:1]. Procedure: To a stirred solution of indomethacin (3.57 g, 10 mmol) in DMF was added 4-hydroxybutylamine (4.64 g), HOBt (2.02 g, 15 mmol), DIPEA (3.88 g, 30 mmol), EDCI (2.10 g, 11 mmol) at 25° C. The resultant solution was stirred for 16 h at 25° C. Removal of solvent in vacuo afforded a residue, where 100 mL water was added and extracted with EtOAc (3×75 mL). Combined organic layers were dried over Na2SO4. Solvent was evaporated completely and the obtained mass was dissolved in CH2Cl2 (40 mL), then HCl (g... The reactants are O=C([O-])[O-], COC(=O)c1nccnc1I, CN(C)C=O, CCOC(C)=O, Cl, [K+], [K+], SCc1ccncc1. Yields the product COC(=O)c1nccnc1SCc1ccncc1. Reaction SMILES: [C:21](=[O:22])([O-:23])[O-:24].[CH3:1][O:2][C:3](=[O:4])[c:5]1[n:6][cH:7][cH:8][n:9][c:10]1[I:11].[CH3:27][N:28]([CH3:29])[CH:30]=[O:31].[CH3:32][CH2:33][O:34][C:35](=[O:36])[CH3:37].[ClH:12].[K+:25].[K+:26].[n:13]1[cH:14][cH:15][c:16]([CH2:19][SH:20])[cH:17][cH:18]1>>[CH3:1][O:2][C:3](=[O:4])[c:5]1[n:6][cH:7][cH:8][n:9][c:10]1[S:20][CH2:19][c:16]1[cH:15][cH:14][n:13][cH:18][cH:17]1. Starting materials: C(C)(C)(C)OC(NC=1C=NC(=C(C1)C1=CC=C(C=C1)Cl)OC1CCC1)=O ([5-(4-Chloro-phenyl)-6-cyclobutoxy-pyridin-3-yl]-carbamic acid tert-butyl ester), O1CCOCC1 (dioxane). The solvent is Cl (HCl). Conditions: time 1 hour. The product is ClC1=CC=C(C=C1)C=1C=C(C=NC1OC1CCC1)N (5-(4-Chloro-phenyl)-6-cyclobutoxy-pyridin-3-ylamine). Yield: 46.9%. RXN SMILES: C(OC(=O)[NH:7][C:8]1[CH:9]=[N:10][C:11]([O:21][CH:22]2[CH2:25][CH2:24][CH2:23]2)=[C:12]([C:14]2[CH:19]=[CH:18][C:17]([Cl:20])=[CH:16][CH:15]=2)[CH:13]=1)(C)(C)C.O1CCOCC1>Cl>[Cl:20][C:17]1[CH:18]=[CH:19][C:14]([C:12]2[CH:13]=[C:8]([NH2:7])[CH:9]=[N:10][C:11]=2[O:21][CH:22]2[CH2:25][CH2:24][CH2:23]2)=[CH:15][CH:16]=1. Procedure: [5-(4-Chloro-phenyl)-6-cyclobutoxy-pyridin-3-yl]-carbamic acid tert-butyl ester (1.042 g, 2.78 mmol) was dissolved in 4M HCl in dioxane (10.4 ml, 41.7 mmol). The reaction mixture was a light yellow solution and was stirred at room temperature for 1 h. The mixture was partitioned between ethyl acetate and 1M Na2CO3 solution. The organic phases were combined, dried with MgSO4 and concentrated in vacuo. The crude material was purified by flash chromatography (silica gel, 100 g, 5% to 75% ethyl acet... The reactants are C[Si](Cl)(C)C (trimethylchlorosilane), CC[C@@H](C=1C=CC=C(C1)O)[C@@H](C)CN(C)C (Tapentadol), CC(CC)=O (2-butanone). The solvent is O (water). Run at temperature 22.5 celsius. Yields the product CC[C@@H](C=1C=CC=C(C1)O)[C@@H](C)CN(C)C.Cl (tapentadol hydrochloride). Isolated yield 97.8%. RXN SMILES: [CH3:1][CH2:2][C@H:3]([C@H:11]([CH2:13][N:14]([CH3:16])[CH3:15])[CH3:12])[C:4]1[CH:5]=[CH:6][CH:7]=[C:8]([OH:10])[CH:9]=1.CC(=O)CC.C[Si](C)(C)[Cl:24]>O>[CH3:1][CH2:2][C@H:3]([C@H:11]([CH2:13][N:14]([CH3:16])[CH3:15])[CH3:12])[C:4]1[CH:5]=[CH:6][CH:7]=[C:8]([OH:10])[CH:9]=1.[ClH:24] |f:4.5|. Procedure details: Tapentadol free base (2.1 g) was added to 2-butanone (32 ml), the mixture was heated to reflux and followed by the addition of water (0.22 ml) and trimethylchlorosilane (1.6 ml) at the same temperature and then maintaining for 1 hour. The resulting mass was cooled at 20-25° C. The resulting solid was filtered, the product was washed with pre-cooled 2-butanone (4 ml) and then the solid was dried at 25° C. for 3 hours to produce 1.8 g of tapentadol hydrochloride salt (Purity by HPLC: 97.78%). Starting materials: S1C(SCC1)=NC1=CC=C(C=C1)CCCCCCO (6-[4-(1,3-dithiolan-2-ylideneamino)phenyl]hexanol), C(C)(=O)Cl (acetyl chloride), S(O)(O)(=O)=O (sulfuric acid), C(C)(=O)OCCCCCCC1=CC=C(N=C2SCCS2)C=C1 (4-(6-acetoxyhexyl)N-(1,3-dithiolan-2-ylidene)aniline). Solvent: C(Cl)Cl (methylene chloride), C(C)N(CC)CC (triethylamine), C(Cl)Cl (methylene chloride), C(C)OCC (diethyl ether), C(C)OCC (diethyl ether). Conditions: time 2 hour. Product: S(=O)(=O)(O)O.C(C)(=O)OCCCCCCC1=CC=C(N=C2SCCS2)C=C1 (4-(6-acetoxyhexyl)-N-(1,3-dithiolan-2-ylidene)-aniline dihydrogen sulfate). Reaction SMILES: S1CCSC1=NC1C=CC(CCCCCCO)=CC=1.C(Cl)(=O)C.[C:24]([O:27][CH2:28][CH2:29][CH2:30][CH2:31][CH2:32][CH2:33][C:34]1[CH:45]=[CH:44][C:37]([N:38]=[C:39]2[S:43][CH2:42][CH2:41][S:40]2)=[CH:36][CH:35]=1)(=[O:26])[CH3:25].[S:46](=[O:50])(=[O:49])([OH:48])[OH:47]>C(Cl)Cl.C(OCC)C.C(N(CC)CC)C>[S:46]([OH:50])([OH:49])(=[O:48])=[O:47].[C:24]([O:27][CH2:28][CH2:29][CH2:30][CH2:31][CH2:32][CH2:33][C:34]1[CH:35]=[CH:36][C:37]([N:38]=[C:39]2[S:43][CH2:42][CH2:41][S:40]2)=[CH:44][CH:45]=1)(=[O:26])[CH3:25] |f:7.8|. Procedure details: To a mixture of 1 g of 6-[4-(1,3-dithiolan-2-ylideneamino)phenyl]hexanol and 0.38 g of triethylamine in 20 ml of dried methylene chloride was added dropwise a solution of 0.27 g of acetyl chloride in 10 ml of dried methylene chloride. The resulting solution was stirred at room temperature for 2 hours. It was then washed with 0.1 N hydrochloric acid, twice with water, and once with aqueous saturated sodium chloride solution and then dried over anhydrous magnesium sulfate. The solvent was then rem... Product: CCc1c(C(=O)NNC(=O)Cc2cc(F)c(F)c(OC)c2)ccc(OCc2ccccc2)c1C. RXN SMILES: [CH2:37]([c:38]1[cH:39][cH:40][cH:41][cH:42][cH:43]1)[O:44][c:45]1[c:46]([CH3:57])[c:47]([CH2:55][CH3:56])[c:48]([C:49](=[O:50])[NH:51][NH2:52])[cH:53][cH:54]1.[CH3:16][N:17]([CH3:18])[CH2:19][CH2:20][CH2:21][N:22]=[C:23]=[N:24][CH2:25][CH3:26].[CH3:58][N:59]([CH3:60])[CH:61]=[O:62].[ClH:15].[F:1][c:2]1[cH:3][c:4]([CH2:11][C:12](=[O:13])[OH:14])[cH:5][c:6]([O:9][CH3:10])[c:7]1[F:8].[OH2:63].[OH:27][n:28]1[c:29]2[cH:30][cH:31][cH:32][cH:33][c:34]2[n:35][n:36]1>>[F:1][c:2]1[cH:3][c:4]([CH2:11][C:12](=[O:14])[NH:52][NH:51][C:49]([c:48]2[c:47]([CH2:55][CH3:56])[c:46]([CH3:57])[c:45]([O:44][CH2:37][c:38]3[cH:39][cH:40][cH:41][cH:42][cH:43]3)[cH:54][cH:53]2)=[O:50])[cH:5][c:6]([O:9][CH3:10])[c:7]1[F:8]. Starting materials: CCc1c(C(=O)NN)ccc(OCc2ccccc2)c1C, CCN=C=NCCCN(C)C, CN(C)C=O, Cl, COc1cc(CC(=O)O)cc(F)c1F, O, On1nnc2ccccc21. Starting materials: [Cl-].[Al+3].[Cl-].[Cl-] (aluminum chloride), C(C1=CC=CC=C1)(=O)Cl (benzoyl chloride), C(C)C=1C=CC=CC1CC (3,4-diethylbenzene), [Cl-].[Al+3].[Cl-].[Cl-] (Aluminum chloride). Solvent: ClCCCl (1,2-dichloroethane). Yields the product C(C)C=1C=C(C(=O)C2=CC=CC=C2)C=CC1CC (3,4-Diethylbenzophenone). Reaction SMILES: [C:1](Cl)(=[O:8])[C:2]1[CH:7]=[CH:6][CH:5]=[CH:4][CH:3]=1.[CH2:10]([C:12]1[CH:13]=[CH:14][CH:15]=[CH:16][C:17]=1[CH2:18][CH3:19])[CH3:11].[Cl-].[Al+3].[Cl-].[Cl-]>ClCCCl>[CH2:10]([C:12]1[CH:13]=[C:14]([CH:15]=[CH:16][C:17]=1[CH2:18][CH3:19])[C:1]([C:2]1[CH:7]=[CH:6][CH:5]=[CH:4][CH:3]=1)=[O:8])[CH3:11] |f:2.3.4.5|. Procedure: A mixture of benzoyl chloride (1 eq) and 3,4-diethylbenzene (1.15 eq) was dissolved in 1,2-dichloroethane in a dry flask under argon and cooled in an ice bath with stirring. Aluminum chloride (1.3 eq) was added in portions to the reaction mixture at a rate to maintain the temperature below 10° C. Upon complete addition of the aluminum chloride, the ice bath was removed and the reaction mixture was stirred at room temperature for 18 h, then poured into cold water (100 mL) and extracted into ether... Reactants: BrC=1C=C(C(N(C1)C)=O)NC1=NC=C(N=C1)N1CCN(CC1)C1COC1 (5-Bromo-1-methyl-3-(5-(4-(oxetan-3-yl)piperazin-1-yl)pyrazin-2-ylamino)pyridine-2(1H)-one), C(C)(=O)OCC=1C(=NC=CC1B1OC(C(O1)(C)C)(C)C)N1C(C=2N(C=3CCCCC3C2)CC1)=O ((2-(1-Oxo-3,4,6,7,8,9-hexahydropyrazino[1,2-a]indol-2(1H)-yl)-4-(4,4,5,5-tetramethyl-1,3,2-dioxaborolan-2-yl)pyridin-3-yl)methyl acetate), C(C)(=O)[O-].[Na+] (sodium acetate), [O-]P(=O)([O-])[O-].[K+].[K+].[K+] (K3PO4). The reagents and catalysts are C1=CC=C(C=C1)P([C-]2C=CC=C2)C3=CC=CC=C3.C1=CC=C(C=C1)P([C-]2C=CC=C2)C3=CC=CC=C3.Cl[Pd]Cl.[Fe+2] (Pd(dppf)Cl2). Solvent: O (water), C(C)#N (acetonitrile). Run at temperature 100 celsius. The product is C(C)(=O)OCC=1C(=NC=CC1C1=CN(C(C(=C1)NC1=NC=C(N=C1)N1CCN(CC1)C1COC1)=O)C)N1C(C=2N(C=3CCCCC3C2)CC1)=O ((4-(1-Methyl-5-(5-(4-(oxetan-3-yl)piperazin-1-yl)pyrazin-2-ylamino)-6-oxo-1,6-dihydropyridin-3-yl)-2-(1-oxo-3,4,6,7,8,9-hexahydropyrazino[1,2-a]indol-2(1H)-yl)pyridin-3-yl)methyl acetate). The yield is 34.2%. Reaction SMILES: Br[C:2]1[CH:3]=[C:4]([NH:10][C:11]2[CH:16]=[N:15][C:14]([N:17]3[CH2:22][CH2:21][N:20]([CH:23]4[CH2:26][O:25][CH2:24]4)[CH2:19][CH2:18]3)=[CH:13][N:12]=2)[C:5](=[O:9])[N:6]([CH3:8])[CH:7]=1.[C:27]([O:30][CH2:31][C:32]1[C:33]([N:47]2[CH2:59][CH2:58][N:50]3[C:51]4[CH2:52][CH2:53][CH2:54][CH2:55][C:56]=4[CH:57]=[C:49]3[C:48]2=[O:60])=[N:34][CH:35]=[CH:36][C:37]=1B1OC(C)(C)C(C)(C)O1)(=[O:29])[CH3:28].C([O-])(=O)C.[Na+].[O-]P([O-])([O-])=O.[K+].[K+].[K+]>C1C=CC(P(C2C=CC=CC=2)[C-]2C=CC=C2)=CC=1.C1C=CC(P(C2C=CC=CC=2)[C-]2C=CC=C2)=CC=1.Cl[Pd]Cl.[Fe+2].O.C(#N)C>[C:27]([O:30][CH2:31][C:32]1[C:33]([N:47]2[CH2:59][CH2:58][N:50]3[C:51]4[CH2:52][CH2:53][CH2:54][CH2:55][C:56]=4[CH:57]=[C:49]3[C:48]2=[O:60])=[N:34][CH:35]=[CH:36][C:37]=1[C:2]1[CH:3]=[C:4]([NH:10][C:11]2[CH:16]=[N:15][C:14]([N:17]3[CH2:22][CH2:21][N:20]([CH:23]4[CH2:26][O:25][CH2:24]4)[CH2:19][CH2:18]3)=[CH:13][N:12]=2)[C:5](=[O:9])[N:6]([CH3:8])[CH:7]=1)(=[O:29])[CH3:28] |f:2.3,4.5.6.7,8.9.10.11|. Procedure: A 50-mL round-bottomed flask equipped with a reflux condenser was charged with 189g (180 mg, 0.43 mmol), 3-(acetoxymethyl)-2-(1-oxo-3,4,6,7,8,9-hexahydropyrazino[1,2-a]indol-2(1H)-yl)pyridin-4-ylboronic acid 113i (165 mg, 0.43 mmol), Pd(dppf)Cl2 (35 mg, 0.043 mmol), sodium acetate (71 mg, 0.86 mmol), K3PO4 (194 mg, 0.86 mmol), acetonitrile (10 mL), and water (0.5 mL). After three cycles of vacuum/argon flush, the mixture was heated at 100° C. for 3 h. After this time the reaction was filtered an... As a reaction SMILES: [CH3:1][c:2]1[n:3][c:4]([NH:25][CH3:26])[s:5][c:6]1-[c:7]1[n:8][c:9]([NH:13][c:14]2[cH:15][c:16]([CH2:17][NH:18][C:19](=[O:20])[CH3:21])[cH:22][cH:23][cH:24]2)[n:10][cH:11][cH:12]1.[CH3:28][OH:29].[CH3:30][C:31]#[N:32].[ClH:27]>>[CH3:1][c:2]1[n:3][c:4]([NH:25][CH3:26])[s:5][c:6]1-[c:7]1[n:8][c:9]([NH:13][c:14]2[cH:15][c:16]([CH2:17][NH2:18])[cH:22][cH:23][cH:24]2)[n:10][cH:11][cH:12]1. Product: CNc1nc(C)c(-c2ccnc(Nc3cccc(CN)c3)n2)s1. The reactants are CNc1nc(C)c(-c2ccnc(Nc3cccc(CNC(C)=O)c3)n2)s1, CO, CC#N, Cl.